From a dataset of the Open Reaction Database (ORD), a public repository of structured organic reaction records. describe an organic reaction: reactants, conditions, products, and yield Starting materials: CN(C)CC1=CC=C(O1)CSCCNC1=NS(N=C1OC)=O (3-{2-[(5-Dimethylaminomethyl-2-furyl)methylthio]ethylamino}-4-methoxy-1,2,5-thiadiazole 1-oxide), CN (methylamine). Run at time 17 hour. The product is CN(C)CC1=CC=C(O1)CSCCNC1=NS(N=C1NC)=O (3-{2-[(5-Dimethylaminomethyl-2-furyl)methylthio]ethylamino}-4-methylamino-1,2,5-thiadiazole 1-oxide). RXN SMILES: [CH3:1][N:2]([CH2:4][C:5]1[O:9][C:8]([CH2:10][S:11][CH2:12][CH2:13][NH:14][C:15]2[C:19](OC)=[N:18][S:17](=[O:22])[N:16]=2)=[CH:7][CH:6]=1)[CH3:3].[CH3:23][NH2:24]>>[CH3:1][N:2]([CH2:4][C:5]1[O:9][C:8]([CH2:10][S:11][CH2:12][CH2:13][NH:14][C:15]2[C:19]([NH:24][CH3:23])=[N:18][S:17](=[O:22])[N:16]=2)=[CH:7][CH:6]=1)[CH3:3]. Procedure: To the methanolic solution of the product of Step A that was cooled to 5° in an ice-water bath was added anhydrous methylamine for 8 minutes. The reaction mixture was stirred at ambient temperature for 17 hours, then evaporated under reduced pressure to give the product as a yellow oil that was placed on 55 g of silica gel and chromatographed using a gradient elution of methylene chloride-methanol. The appropriate fraction was evaporated, dissolved in methanol and diluted with diethyl ether to y... The reactants are C(CC)C1=C(C(=CC(=C1)C(C(F)(F)F)(C(F)(F)F)OCOC)CCC)O (2,6-dipropyl-4-[1,1,1,3,3,3-hexafluoro-2-(methoxymethoxy)propan-2-yl]phenol), ClC1=NC=CC(=C1)B(O)O (2-chloropyridine-4-boronic acid), ClC1=NC=CC(=C1)OC1=C(C=C(C=C1CCC)C(C(F)(F)F)(C(F)(F)F)OCOC)CCC (2-chloro-4-(4-(1,1,1,3,3,3-hexafluoro-2-(methoxymethoxy)propan-2-yl)-2,6-dipropylphenoxy) pyridine), CC1(C(NC(N1)=O)=O)C1=CC=C(C=C1)OC(C)C (5-methyl-5-(4-(1-methylethoxy)phenyl)imidazolidine-2,4-dione). Yields the product FC(C(C(F)(F)F)(O)C1=CC(=C(OC2=CC(=NC=C2)CN2C(NC(C2=O)(C)C2=CC=C(C=C2)OC(C)C)=O)C(=C1)CCC)CCC)(F)F (3-((4-(4-(1,1,1,3,3,3-hexafluoro-2-hydroxypropan-2-yl)-2,6-dipropylphenoxy)pyridin-2-yl)methy 1)-5-(4-(1-methylethoxy)phenyl)-5-methylimidazolidine-2,4-dione). RXN SMILES: [CH2:1](C1C=C(C(OCOC)(C(F)(F)F)C(F)(F)F)C=C(CCC)C=1O)CC.ClC1C=C(B(O)O)C=CN=1.Cl[C:38]1[CH:43]=[C:42]([O:44][C:45]2[C:50]([CH2:51][CH2:52][CH3:53])=[CH:49][C:48]([C:54]([O:63]COC)([C:59]([F:62])([F:61])[F:60])[C:55]([F:58])([F:57])[F:56])=[CH:47][C:46]=2[CH2:67][CH2:68][CH3:69])[CH:41]=[CH:40][N:39]=1.[CH3:70][C:71]1([C:78]2[CH:83]=[CH:82][C:81]([O:84][CH:85]([CH3:87])[CH3:86])=[CH:80][CH:79]=2)[NH:75][C:74](=[O:76])[NH:73][C:72]1=[O:77]>>[F:56][C:55]([F:57])([F:58])[C:54]([C:48]1[CH:47]=[C:46]([CH2:67][CH2:68][CH3:69])[C:45]([O:44][C:42]2[CH:41]=[CH:40][N:39]=[C:38]([CH2:1][N:73]3[C:72](=[O:77])[C:71]([C:78]4[CH:83]=[CH:82][C:81]([O:84][CH:85]([CH3:87])[CH3:86])=[CH:80][CH:79]=4)([CH3:70])[NH:75][C:74]3=[O:76])[CH:43]=2)=[C:50]([CH2:51][CH2:52][CH3:53])[CH:49]=1)([OH:63])[C:59]([F:62])([F:61])[F:60]. Reported procedure: 2,6-dipropyl-4-[1,1,1,3,3,3-hexafluoro-2-(methoxymethoxy)propan-2-yl]phenol was used in place of 4-(1,1,1,3,3,3-hexafluoro-2-(methoxymethoxy)propan-2-yl)-2-propylphenol, and 2-chloropyridine-4-boronic acid was used in place of 3-(hydroxymethyl)phenylboronic acid in Preparation Example 3 for a similar reaction and treatment, and the obtained 2-chloro-4-(4-(1,1,1,3,3,3-hexafluoro-2-(methoxymethoxy)propan-2-yl)-2,6-dipropylphenoxy) pyridine and 5-methyl-5-(4-(1-methylethoxy)phenyl)imidazolidine-2,4... Yields the product O=C(COc1ccccc1)NC1C(=O)N2C(C(=O)OCc3ccccc3)N(S(=O)(=O)C(F)(F)F)CS(=O)C12. Reactants: ClCCl, O=C(OO)c1cccc(Cl)c1, O=C(COc1ccccc1)NC1C(=O)N2C1SCN(S(=O)(=O)C(F)(F)F)C2C(=O)OCc1ccccc1. As a reaction SMILES: [CH2:49]([Cl:50])[Cl:51].[Cl:38][c:39]1[cH:40][cH:41][cH:42][c:43]([C:44]([O:45][OH:47])=[O:46])[cH:48]1.[O:1]([c:2]1[cH:3][cH:4][cH:5][cH:6][cH:7]1)[CH2:8][C:9](=[O:10])[NH:11][CH:12]1[CH:13]2[S:14][CH2:15][N:16]([S:31](=[O:32])(=[O:33])[C:34]([F:35])([F:36])[F:37])[CH:17]([C:21](=[O:22])[O:23][CH2:24][c:25]3[cH:26][cH:27][cH:28][cH:29][cH:30]3)[N:18]2[C:19]1=[O:20]>>[O:1]([c:2]1[cH:3][cH:4][cH:5][cH:6][cH:7]1)[CH2:8][C:9](=[O:10])[NH:11][CH:12]1[CH:13]2[S:14](=[O:46])[CH2:15][N:16]([S:31](=[O:32])(=[O:33])[C:34]([F:35])([F:36])[F:37])[CH:17]([C:21](=[O:22])[O:23][CH2:24][c:25]3[cH:26][cH:27][cH:28][cH:29][cH:30]3)[N:18]2[C:19]1=[O:20]. Reactants: [Li]C(C)(C)C, C1CCOC1, CC(C)=O, Cc1cc2ncn(C3CCN(CC4Cc5ccc(F)cc5C4)CC3)c2cc1F. Product: Cc1cc2nc(C(C)(C)O)n(C3CCN(CC4Cc5ccc(F)cc5C4)CC3)c2cc1F. Reaction SMILES: [C:29]([Li:30])([CH3:31])([CH3:32])[CH3:33].[CH2:38]1[O:39][CH2:40][CH2:41][CH2:42]1.[CH3:34][C:35]([CH3:36])=[O:37].[F:1][c:2]1[c:3]([CH3:28])[cH:4][c:5]2[c:6]([n:7]([CH:10]3[CH2:11][CH2:12][N:13]([CH2:16][CH:17]4[CH2:18][c:19]5[cH:20][cH:21][c:22]([F:26])[cH:23][c:24]5[CH2:25]4)[CH2:14][CH2:15]3)[cH:8][n:9]2)[cH:27]1>>[F:1][c:2]1[c:3]([CH3:28])[cH:4][c:5]2[c:6]([n:7]([CH:10]3[CH2:11][CH2:12][N:13]([CH2:16][CH:17]4[CH2:18][c:19]5[cH:20][cH:21][c:22]([F:26])[cH:23][c:24]5[CH2:25]4)[CH2:14][CH2:15]3)[c:8]([C:35]([CH3:34])([CH3:36])[OH:37])[n:9]2)[cH:27]1. Reactants: CC1=CC=C2CCCC(C2=C1)=O (7-methyl-1-tetralone), C(C)OC(N(C)C)OCC (N,N-dimethyl-formamide diethyl acetal). Yields the product CN(C)C=C1C(C2=CC(=CC=C2CC1)C)=O (3,4-Dihydro-2-dimethylaminomethylene-7-methyl-1(2H) naphthalenone), crystals. RXN SMILES: [CH3:1][C:2]1[CH:11]=[C:10]2[C:5]([CH2:6][CH2:7][CH2:8][C:9]2=[O:12])=[CH:4][CH:3]=1.C(O[CH:16](OCC)[N:17]([CH3:19])[CH3:18])C>>[CH3:16][N:17]([CH:19]=[C:8]1[CH2:7][CH2:6][C:5]2[C:10](=[CH:11][C:2]([CH3:1])=[CH:3][CH:4]=2)[C:9]1=[O:12])[CH3:18]. Procedure details: 3,4-Dihydro-2-dimethylaminomethylene-7-methyl-1(2H) naphthalenone was prepared from 7-methyl-1-tetralone (4.8 g, 30 mmol) and N,N-dimethyl-formamide diethyl acetal (15.4 ml, 90 mmol). The crude product was recrystallised from diethyl ether-hexane to give yellow crystals (4.64 g) m.p. 79-82° MS (ES+) 238 (MNa+, 6%), 216 (MH+, 100%).